From a dataset of the Open Reaction Database (ORD), a public repository of structured organic reaction records. describe an organic reaction: reactants, conditions, products, and yield The reactants are C(C)(C)N(C(CC(OC1=CC=C(C=C1)C)C1=CC=CC=C1)=O)C(C)C (N,N-diisopropyl-3-phenyl-3-p-tolyloxy-propionamide), polyphosphoric acid, [OH-].[Na+] (NaOH). The solvent is ice water, C1(=CC=CC=C1)C (toluene). Conditions: time 4 hour. Yields the product OC1=C(C=C(C=C1)C)C(CC(=O)N(C(C)C)C(C)C)C1=CC=CC=C1 (3-(2-hydroxy-5-methyl-phenyl)-N,N-diisopropyl-3-phenyl-propionamide). As a reaction SMILES: [CH:1]([N:4]([CH:23]([CH3:25])[CH3:24])[C:5](=[O:22])[CH2:6][CH:7]([C:16]1[CH:21]=[CH:20][CH:19]=[CH:18][CH:17]=1)OC1C=CC(C)=CC=1)([CH3:3])[CH3:2].[OH-:26].[Na+]>C1(C)C=CC=CC=1>[OH:26][C:19]1[CH:20]=[CH:21][C:16]([CH3:7])=[CH:17][C:18]=1[CH:7]([C:16]1[CH:17]=[CH:18][CH:19]=[CH:20][CH:21]=1)[CH2:6][C:5]([N:4]([CH:1]([CH3:2])[CH3:3])[CH:23]([CH3:24])[CH3:25])=[O:22] |f:1.2|. Procedure details: A three-necked round-bottom flask equipped with condenser, mechanical stirrer, thermometer, is loaded with N,N-diisopropyl-3-phenyl-3-p-tolyloxy-propionamide (1.0 g; 0.0029 mol) and polyphosphoric acid (16.5 g). After four hours under stirring at room temperature the reaction is completed. The reaction mixture is poured in ice/water (10 g), alkalinized to pH 9-10 with NaOH 50% w/w and left under stirring for 30 minutes, then diluted with toluene (30 ml). The phases are separated and the aqueous ... Reactants: C1COCCO1, Cc1ccccc1, CCOC(C)=O, O=C1c2c(I)ccnc2OCCCN1Cc1cc(C(F)(F)F)cc(C(F)(F)F)c1, [Na+], [Na+], O=C([O-])[O-], OB(O)c1ccccc1, c1ccc(P(c2ccccc2)(c2ccccc2)[Pd](P(c2ccccc2)(c2ccccc2)c2ccccc2)(P(c2ccccc2)(c2ccccc2)c2ccccc2)P(c2ccccc2)(c2ccccc2)c2ccccc2)cc1. Yields the product O=C1c2c(-c3ccccc3)ccnc2OCCCN1Cc1cc(C(F)(F)F)cc(C(F)(F)F)c1. As a reaction SMILES: [CH2:135]1[O:136][CH2:137][CH2:138][O:139][CH2:140]1.[CH3:10][c:11]1[cH:12][cH:13][cH:14][cH:15][cH:16]1.[CH3:52][CH2:53][O:54][C:55](=[O:56])[CH3:57].[F:23][C:24]([c:25]1[cH:26][c:27]([CH2:28][N:29]2[C:30](=[O:42])[c:31]3[c:32]([n:37][cH:38][cH:39][c:40]3[I:41])[O:33][CH2:34][CH2:35][CH2:36]2)[cH:43][c:44]([C:46]([F:47])([F:48])[F:49])[cH:45]1)([F:50])[F:51].[Na+:17].[Na+:18].[O-:19][C:20](=[O:21])[O-:22].[OH:1][B:2]([OH:3])[c:4]1[cH:5][cH:6][cH:7][cH:8][cH:9]1.[cH:58]1[cH:59][cH:60][c:61]([P:62]([Pd:63]([P:64]([c:65]2[cH:66][cH:67][cH:68][cH:69][cH:70]2)([c:71]2[cH:72][cH:73][cH:74][cH:75][cH:76]2)[c:77]2[cH:78][cH:79][cH:80][cH:81][cH:82]2)([P:83]([c:84]2[cH:85][cH:86][cH:87][cH:88][cH:89]2)([c:90]2[cH:91][cH:92][cH:93][cH:94][cH:95]2)[c:96]2[cH:97][cH:98][cH:99][cH:100][cH:101]2)[P:102]([c:103]2[cH:104][cH:105][cH:106][cH:107][cH:108]2)([c:109]2[cH:110][cH:111][cH:112][cH:113][cH:114]2)[c:115]2[cH:116][cH:117][cH:118][cH:119][cH:120]2)([c:121]2[cH:122][cH:123][cH:124][cH:125][cH:126]2)[c:127]2[cH:128][cH:129][cH:130][cH:131][cH:132]2)[cH:133][cH:134]1>>[c:4]1(-[c:40]2[c:31]3[c:32]([n:37][cH:38][cH:39]2)[O:33][CH2:34][CH2:35][CH2:36][N:29]([CH2:28][c:27]2[cH:26][c:25]([C:24]([F:23])([F:50])[F:51])[cH:45][c:44]([C:46]([F:47])([F:48])[F:49])[cH:43]2)[C:30]3=[O:42])[cH:5][cH:6][cH:7][cH:8][cH:9]1. Yields the product CSc1ccc(C2=NOC(c3cc(Cl)cc(Cl)c3)(C(F)(F)F)C2)cc1C#N. The reactants are O=C([O-])[O-], C[S-], CN(C)C=O, CCOCC, N#Cc1cc(C2=NOC(c3cc(Cl)cc(Cl)c3)(C(F)(F)F)C2)ccc1F, [K+], [K+], [Na+], O. As a reaction SMILES: [C:4](=[O:5])([O-:6])[O-:7].[CH3:1][S-:2].[CH3:37][N:38]([CH3:39])[CH:40]=[O:41].[CH3:42][CH2:43][O:44][CH2:45][CH3:46].[Cl:10][c:11]1[cH:12][c:13]([C:18]2([C:32]([F:33])([F:34])[F:35])[CH2:19][C:20]([c:23]3[cH:24][cH:25][c:26]([F:31])[c:27]([C:28]#[N:29])[cH:30]3)=[N:21][O:22]2)[cH:14][c:15]([Cl:17])[cH:16]1.[K+:8].[K+:9].[Na+:3].[OH2:36]>>[CH3:1][S:2][c:26]1[cH:25][cH:24][c:23]([C:20]2=[N:21][O:22][C:18]([c:13]3[cH:12][c:11]([Cl:10])[cH:16][c:15]([Cl:17])[cH:14]3)([C:32]([F:33])([F:34])[F:35])[CH2:19]2)[cH:30][c:27]1[C:28]#[N:29]. Conditions: temperature 70 celsius. RXN SMILES: [CH:1]1([S:4]([NH:7][C@@H:8]2[CH2:12][C@H:11](C(O)=O)[C@H:10]([CH2:16][CH3:17])[CH2:9]2)(=[O:6])=[O:5])[CH2:3][CH2:2]1.C1C=CC(P([N:32]=[N+]=[N-])(C2C=CC=CC=2)=O)=CC=1.C[C:36]([OH:39])(C)C>>[CH2:16]([C@H:10]1[C@@H:11]([N:32]=[C:36]=[O:39])[CH2:12][C@@H:8]([NH:7][S:4]([CH:1]2[CH2:2][CH2:3]2)(=[O:5])=[O:6])[CH2:9]1)[CH3:17]. Product: C(C)[C@@H]1C[C@@H](C[C@@H]1N=C=O)NS(=O)(=O)C1CC1 (N-((1S,3R,4S)-3-ethyl-4-isocyanatocyclopentyl)cyclopropanesulfonamide). Reported procedure: To a mixture of (1S,2R,4S)-4-(cyclopropanesulfonamido)-2-ethylcyclopentanecarboxylic acid (Preparation #Z.1, 1.00 g, 3.83 mmol) in t-BuOH (19.1 mL) was added DPPA (0.826 mL, 3.83 mmol) and TEA (1.17 mL, 8.42 mmol). The reaction mixture was heated at about 70° C. for about 45 min. The reaction mixture was cooled to ambient temperature and concd under reduced pressure. The crude material was purified by silica gel chromatography eluting with a gradient of 0-10% MeOH in DCM. The material was dried ... Starting materials: C=1C=CC(=CC1)P(=O)(C=2C=CC=CC2)N=[N+]=[N-] (DPPA), TEA, C1(CC1)S(=O)(=O)N[C@H]1C[C@H]([C@H](C1)C(=O)O)CC ((1S,2R,4S)-4-(cyclopropanesulfonamido)-2-ethylcyclopentanecarboxylic acid), CC(C)(C)O (t-BuOH). Starting materials: N1=CC=C2N1C=C(C=C2)OS(=O)(=O)C(F)(F)F (Trifluoro-methanesulfonic acid pyrazolo[1,5-a]pyridin-6-yl ester), C1(=CC=CC=C1)C#C (phenylacetylene). Yields the product C1(=CC=CC=C1)C#CC=1C=CC=2N(C1)N=CC2 (6-Phenylethynyl-pyrazolo[1,5-a]pyridine). RXN SMILES: [N:1]1[N:5]2[CH:6]=[C:7](OS(C(F)(F)F)(=O)=O)[CH:8]=[CH:9][C:4]2=[CH:3][CH:2]=1.[C:18]1([C:24]#[CH:25])[CH:23]=[CH:22][CH:21]=[CH:20][CH:19]=1>>[C:18]1([C:24]#[C:25][C:7]2[CH:8]=[CH:9][C:4]3[N:5]([N:1]=[CH:2][CH:3]=3)[CH:6]=2)[CH:23]=[CH:22][CH:21]=[CH:20][CH:19]=1. Reported procedure: The title compound, light yellow solid, MS: m/e=219.2 (M+H+), can be prepared in accordance with the general method of example 1 from trifluoro-methanesulfonic acid pyrazolo[1,5-a]pyridin-6-yl ester (example 33, step 2) and phenylacetylene.